This data is from the Open Reaction Database (ORD), a public repository of structured organic reaction records. The task is: describe an organic reaction: reactants, conditions, products, and yield Starting materials: OC1=C(C=O)C=CC(=C1)O (2,4-dihydroxybenzaldehyde), C(C1=CC=CC=C1)Br (benzylbromide), K2CO4. The solvent is CC(CC)=O (2-butanone). Conditions: time 48 hour. Yields the product C(C1=CC=CC=C1)OC1=CC(=C(C=O)C=C1)O (4-benzyloxy-2-hydroxybenzaldehyde). Reaction SMILES: [OH:1][C:2]1[CH:9]=[C:8]([OH:10])[CH:7]=[CH:6][C:3]=1[CH:4]=[O:5].[CH2:11](Br)[C:12]1[CH:17]=[CH:16][CH:15]=[CH:14][CH:13]=1>CC(=O)CC>[CH2:11]([O:10][C:8]1[CH:7]=[CH:6][C:3]([CH:4]=[O:5])=[C:2]([OH:1])[CH:9]=1)[C:12]1[CH:17]=[CH:16][CH:15]=[CH:14][CH:13]=1. Procedure: A mixture of 2,4-dihydroxybenzaldehyde (5.52 g, 0.04 mmol), benzylbromide (5.7 ml, 0.048 mmol) and K2CO4 (6.64 g) in 90 ml of 2-butanone is stirred for 48 hours at room temperature and then heated to reflux for 8 hours. After cooling to room temperature and filtering, the filtrate is concentrated in vacuo and the residue chromatographed (25% EtOAc/Hexane) to obtain 4-benzyloxy-2-hydroxybenzaldehyde which is used directly in the next step. Reactants: ClC1=CC=CC=2C(C3=CC=CC(=C3C(C12)=O)Cl)=O (1,8-dichloroanthraquinone), C(C1=CC=CC=C1)S(=O)(=O)N (benzylsulfonamide), C([O-])([O-])=O.[K+].[K+] (potassium carbonate), ClC1=CC=CC=C1 (chlorobenzene). Reagents/catalysts: O.C(C)(=O)[O-].[Cu+2].C(C)(=O)[O-] (copper acetate monohydrate). Run in CO (methanol). The product is C(C1=CC=CC=C1)S(=O)(=O)NC1=CC=CC=2C(C3=CC=CC(=C3C(C12)=O)NS(=O)(=O)CC1=CC=CC=C1)=O (1,8-bis(benzylsulfonylamino)anthraquinone). RXN SMILES: Cl[C:2]1[C:15]2[C:14](=[O:16])[C:13]3[C:8](=[CH:9][CH:10]=[CH:11][C:12]=3Cl)[C:7](=[O:18])[C:6]=2[CH:5]=[CH:4][CH:3]=1.[CH2:19]([S:26]([NH2:29])(=[O:28])=[O:27])[C:20]1[CH:25]=[CH:24][CH:23]=[CH:22][CH:21]=1.C(=O)([O-])[O-].[K+].[K+].Cl[C:37]1[CH:42]=[CH:41][CH:40]=[CH:39][CH:38]=1>O.C([O-])(=O)C.[Cu+2].C([O-])(=O)C.CO>[CH2:19]([S:26]([NH:29][C:2]1[C:15]2[C:14](=[O:16])[C:13]3[C:8](=[CH:9][CH:10]=[CH:11][C:12]=3[NH:29][S:26]([CH2:19][C:37]3[CH:42]=[CH:41][CH:40]=[CH:39][CH:38]=3)(=[O:28])=[O:27])[C:7](=[O:18])[C:6]=2[CH:5]=[CH:4][CH:3]=1)(=[O:28])=[O:27])[C:20]1[CH:25]=[CH:24][CH:23]=[CH:22][CH:21]=1 |f:2.3.4,6.7.8.9|. Reported procedure: A 100ml round bottom flask, equipped with a magnetic stirrer and cooling condenser, was charged with 1,8-dichloroanthraquinone (1.0g), benzylsulfonamide (4.0g), copper acetate monohydrate (1.0g), potassium carbonate (1.4g) and chlorobenzene (20ml). This mixture was refluxed for 2.0 hours and cooled, whereupon methanol (100ml) was added to induce precipitation. The solid was collected, extracted with dichloromethane, treated with charcoal, and recrystallized from a mixture of methanol and dichlor... The reactants are FC=1C=C(OCC=2C=C3C=CC=NC3=CC2)C=C(C1)C1(CCOCC1)OC (6-[(3-fluoro-5-[4-methoxy-3,4,5,6-tetrahydro-2H-pyran -4-yl]phenoxy)methyl]quinoline), S(=O)(=O)(OC)OC (dimethyl sulphate). Run in C(Cl)Cl (methylene chloride). Yields the product COS(=O)(=O)[O-].FC=1C=C(OCC=2C=C3C=CC=[N+](C3=CC2)C)C=C(C1)C1(CCOCC1)OC (6-[(3-fluoro-5-[4-methoxy-3,4,5,6-tetrahydro-2H-pyran-4-yl]phenoxy)methyl]-1-methylquinolinium methyl sulphate). The yield is 77.0%. Reaction SMILES: [F:1][C:2]1[CH:3]=[C:4]([CH:17]=[C:18]([C:20]2([O:26][CH3:27])[CH2:25][CH2:24][O:23][CH2:22][CH2:21]2)[CH:19]=1)[O:5][CH2:6][C:7]1[CH:8]=[C:9]2[C:14](=[CH:15][CH:16]=1)[N:13]=[CH:12][CH:11]=[CH:10]2.[S:28]([O:33]C)([O:31][CH3:32])(=[O:30])=[O:29]>C(Cl)Cl>[CH3:32][O:31][S:28]([O-:33])(=[O:30])=[O:29].[F:1][C:2]1[CH:3]=[C:4]([CH:17]=[C:18]([C:20]2([O:26][CH3:27])[CH2:25][CH2:24][O:23][CH2:22][CH2:21]2)[CH:19]=1)[O:5][CH2:6][C:7]1[CH:8]=[C:9]2[C:14](=[CH:15][CH:16]=1)[N+:13]([CH3:32])=[CH:12][CH:11]=[CH:10]2 |f:3.4|. Procedure: A mixture of 6-[(3-fluoro-5-[4-methoxy-3,4,5,6-tetrahydro-2H-pyran -4-yl]phenoxy)methyl]quinoline (1.835 g), dimethyl sulphate (0.52 ml) and methylene chloride (25 ml) was stirred and heated to reflux for 16 hours. The mixture was cooled to ambient temperature and the precipitate was filtered off to give 6-[(3-fluoro-5-[4-methoxy-3,4,5,6-tetrahydro-2H-pyran-4-yl]phenoxy)methyl]-1-methylquinolinium methyl sulphate (1.9 g) in 77% yield. Starting materials: N1=CC=CC=C1 (Pyridine), CC1NCCC2=CNC3=CC=C(C1=C23)O (6-methyl-3,4,5,6-tetrahydro-1H-azepino[5,4,3-cd]indol-7-ol), Intermediate 13, O(C(=O)OC(C)(C)C)C(=O)OC(C)(C)C ((BOC)2O), CO (MeOH). Run at time 30 minute. The product is C(C)(=O)OC1=C2C=3C(=CNC3C=C1)CCN(C2C)C(=O)OC(C)(C)C (tert-Butyl 7-(acetyloxy)-6-methyl-1,3,4,6-tetrahydro-5H-azepino[5,4,3-cd]indole-5-carboxylate). Reaction SMILES: [CH3:1][CH:2]1[C:13]2=[C:14]3[C:9](=[CH:10][CH:11]=[C:12]2[OH:15])[NH:8][CH:7]=[C:6]3[CH2:5][CH2:4][NH:3]1.[O:16](C(OC(C)(C)C)=O)[C:17]([O:19][C:20]([CH3:23])([CH3:22])[CH3:21])=O.N1[CH:36]=[CH:35]C=CC=1.C[OH:38]>>[C:35]([O:15][C:12]1[CH:11]=[CH:10][C:9]2[NH:8][CH:7]=[C:6]3[CH2:5][CH2:4][N:3]([C:17]([O:19][C:20]([CH3:23])([CH3:22])[CH3:21])=[O:16])[CH:2]([CH3:1])[C:13]=1[C:14]=23)(=[O:38])[CH3:36]. Reported procedure: To a solution of 6-methyl-3,4,5,6-tetrahydro-1H-azepino[5,4,3-cd]indol-7-ol, Intermediate 13 (340 mg, 1.7 mmol) in MeOH (10 mL) was added (BOC)2O (513 mg, 2.4 mmol) and the reaction mixture was stirred at room temperature for 30 minutes (95% conversion). Pyridine (0.5 mL) was added and the mixture was left at room temperature over night. The solvent was evaporated at reduced pressure and the resulting residue was dissolved in pyridine (4 mL), cooled on an ice bath, Ac2O (1 mL) was added and the ... The reactants are C(=O)(O)CN(CC(=O)O)C1=CC(=CC(=C1)OCCCCCCCCCC)OCCCCCCCCCC (N-(carboxymethyl)-N-[3,5-bis(decyloxy)phenyl]glycine), C(C)N(CCCl)CC (2-diethylaminoethyl chloride), C(C)(C)N(C(C)C)CC (N,N-diisopropyl ethylamine). The solvent is CN(C)C=O (DMF). Conditions: time 48 hour. Yields the product Cl.Cl.C(C)N(CCOC(CN(CC(=O)OCCN(CC)CC)C1=CC(=CC(=C1)OCCCCCCCCCC)OCCCCCCCCCC)=O)CC (N-[3,5-bis-(decyloxy)phenyl]-N-[ 2-[2-(diethylamino)ethoxy]-2-oxoethyl]glycine 2-(diethylamino)ethyl ester dihydrochloride). The yield is 36.8%. Reaction SMILES: [C:1]([CH2:4][N:5]([C:10]1[CH:15]=[C:14]([O:16][CH2:17][CH2:18][CH2:19][CH2:20][CH2:21][CH2:22][CH2:23][CH2:24][CH2:25][CH3:26])[CH:13]=[C:12]([O:27][CH2:28][CH2:29][CH2:30][CH2:31][CH2:32][CH2:33][CH2:34][CH2:35][CH2:36][CH3:37])[CH:11]=1)[CH2:6][C:7]([OH:9])=[O:8])([OH:3])=[O:2].[CH2:38]([N:40]([CH2:44][CH3:45])[CH2:41][CH2:42][Cl:43])[CH3:39].[CH:46]([N:49]([CH2:53][CH3:54])[CH:50](C)[CH3:51])(C)[CH3:47]>CN(C=O)C>[ClH:43].[ClH:43].[CH2:38]([N:40]([CH2:44][CH3:45])[CH2:41][CH2:42][O:2][C:1](=[O:3])[CH2:4][N:5]([C:10]1[CH:15]=[C:14]([O:16][CH2:17][CH2:18][CH2:19][CH2:20][CH2:21][CH2:22][CH2:23][CH2:24][CH2:25][CH3:26])[CH:13]=[C:12]([O:27][CH2:28][CH2:29][CH2:30][CH2:31][CH2:32][CH2:33][CH2:34][CH2:35][CH2:36][CH3:37])[CH:11]=1)[CH2:6][C:7]([O:9][CH2:47][CH2:46][N:49]([CH2:53][CH3:54])[CH2:50][CH3:51])=[O:8])[CH3:39] |f:4.5.6|. Reported procedure: A mixture of 0.50 g (0.96 mmol) of N-(carboxymethyl)-N-[3,5-bis(decyloxy)phenyl]glycine, 1.3 g (9.6 mmol) of 2-diethylaminoethyl chloride and 1.34 ml (7.7 mmol) of N,N-diisopropyl ethylamine in 15 ml of DMF was stirred at room temperature for 48 hours. The reaction mixture was concentrated on the oil pump and the residue was treated with NaHCO3 solution. The product was extracted with ethyl acetate and the dried extract was concentrated at reduced pressure to an oil which was purified by chromat... Starting materials: CC1=CCCC2=CC=CC=C12 (1-methyl-3,4-dihydronaphthalene), C(C)(=O)O (acetic acid), C=O (formaldehyde), Cl.C1(CCCCC1)N (cyclohexylamine hydrochloride). Yields the product C1(CCCCC1)N1CC=2CCC3=C(C2CC1)C=CC=C3 (3-cyclohexyl-1,2,3,4,5,6-hexahydro-benz[f]isoquinoline). RXN SMILES: [CH3:1][C:2]1[C:11]2[C:6](=[CH:7][CH:8]=[CH:9][CH:10]=2)[CH2:5][CH2:4][CH:3]=1.C=O.Cl.[CH:15]1([NH2:21])[CH2:20][CH2:19][CH2:18][CH2:17][CH2:16]1.[C:22](O)(=O)[CH3:23]>>[CH:15]1([N:21]2[CH2:5][CH2:6][C:11]3[C:10]4[CH:9]=[CH:8][CH:7]=[CH:23][C:22]=4[CH2:4][CH2:3][C:2]=3[CH2:1]2)[CH2:20][CH2:19][CH2:18][CH2:17][CH2:16]1 |f:2.3|. Reported procedure: Following the procedure of Example 1, step 3, 1.00 g (6.93 mmol) of 1-methyl-3,4-dihydronaphthalene in 7 ml of acetic acid was reacted with 2.25 ml of 37% formaldehyde solution and 2.16 g of cyclohexylamine hydrochloride. Work up gave 2.41 g of crude 3-cyclohexyl-1,2,3,4,5,6-hexahydro-benz[f]isoquinoline. Following the procedure of Example 2, this was reacted with 0.397 g of lithium wire in 200 ml of liquid ammonia, 40 ml of anhydrous THF and 1 ml of aniline. Chromatography on silica, eluting wi... Reactants: oil, CC(CCO)CC (3-methyl-1-pentanol), CS(=O)(=O)Cl (methanesulfonyl chloride). The product is CS(=O)(=O)OCCC(CC)C (3-Methyl-1-pentyl methanesulfonate). As a reaction SMILES: [CH3:1][CH:2]([CH2:6][CH3:7])[CH2:3][CH2:4][OH:5].[CH3:8][S:9](Cl)(=[O:11])=[O:10]>>[CH3:8][S:9]([O:5][CH2:4][CH2:3][CH:2]([CH3:1])[CH2:6][CH3:7])(=[O:11])=[O:10]. Procedure: The title compound was prepared by following the general procedure of Example 43 for mesylation as a colorless oil (384 mg, 67%) from 3-methyl-1-pentanol (300 mg, 2.90 mmol) and methanesulfonyl chloride (500 mg, 4.40 mmol). 1H NMR (CDCl3, 300 MHz) δ0.86-0.95 (m, 6H), 1.15-1.25 (m, 1H), 1.33-1.42 (m, 1H), 1.51-1.60 (m, 2H), 1.76-1.84 (m, 1H), 3.00 (s, 3H), 4.23-4.31 (m, 2H) ppm. The reactants are CCOC(=O)CCC(=O)c1ccc(OCc2ccccc2OC)cc1, CCO, Cl, [Na+], [OH-]. Product: COc1ccccc1COc1ccc(C(=O)CCC(=O)O)cc1. Reaction SMILES: [CH3:1][O:2][c:3]1[c:4]([CH2:5][O:6][c:7]2[cH:8][cH:9][c:10]([C:13]([CH2:14][CH2:15][C:16](=[O:17])[O:18][CH2:19][CH3:20])=[O:21])[cH:11][cH:12]2)[cH:22][cH:23][cH:24][cH:25]1.[CH3:29][CH2:30][OH:31].[ClH:28].[Na+:27].[OH-:26]>>[CH3:1][O:2][c:3]1[c:4]([CH2:5][O:6][c:7]2[cH:8][cH:9][c:10]([C:13]([CH2:14][CH2:15][C:16](=[O:17])[OH:18])=[O:21])[cH:11][cH:12]2)[cH:22][cH:23][cH:24][cH:25]1. Starting materials: NC1=C2C(CN(C2=CC=C1)CC(=O)OC(C)(C)C)CCCC(=O)[O-].[Li+] (Lithium 4-[4-amino-1-(2-tert-butoxy-2-oxoethyl)-2,3-dihydro-1H-indol-3-yl]butanoate), C(CCl)Cl (EDC), C1=CC2=C(N=C1)N(N=N2)O (HOAT), C(C)(C)N(C(C)C)CC (N,N-diisopropylethylamine). Solvent: CN(C)C=O (DMF). Product: O=C1CCCC2CN(C=3C=CC=C(C23)N1)CC(=O)OC(C)(C)C (tert-Butyl (6-oxo-2a,3,4,5,6,7-hexahydroazocino[4,3,2-cd]indol-1(2H)-yl)acetate). Reaction SMILES: [NH2:1][C:2]1[CH:10]=[CH:9][CH:8]=[C:7]2[C:3]=1[CH:4]([CH2:19][CH2:20][CH2:21][C:22]([O-:24])=O)[CH2:5][N:6]2[CH2:11][C:12]([O:14][C:15]([CH3:18])([CH3:17])[CH3:16])=[O:13].[Li+].C(Cl)CCl.C1C=NC2N(O)N=NC=2C=1.C(N(CC)C(C)C)(C)C>CN(C=O)C>[O:24]=[C:22]1[NH:1][C:2]2[C:3]3[CH:4]([CH2:5][N:6]([CH2:11][C:12]([O:14][C:15]([CH3:16])([CH3:17])[CH3:18])=[O:13])[C:7]=3[CH:8]=[CH:9][CH:10]=2)[CH2:19][CH2:20][CH2:21]1 |f:0.1|. Procedure: A mixture of lithium 4-[4-amino-1-(2-tert-butoxy-2-oxoethyl)-2,3-dihydro-1H-indol-3-yl]butanoate from Step E (900 mg, 2.69 mmol), EDC (1.29 g, 6.73 mmol), HOAT (916 mg, 6.73 mmol), and N,N-diisopropylethylamine (0.94 mL, 5.38 mmol) was stirred in DMF (10 mL) at ambient temperature for 4 h, then concentrated under reduced pressure. The residue was partitioned between saturated aqueous NaHCO3 (5 mL) and EtOAc (50 mL). The organic layer was washed with H2O (5 mL), then 10% aqueous citric acid (5 mL... The reactants are B(Br)(Br)Br (Boron tribromide), O1C2=C(N(CC1)C(=O)C1=CC(=C(C=C1)OC)F)C=NC=C2 ((2,3-dihydro-pyrido[4,3-b][1,4]oxazin-4-yl)-(3-fluoro-4-methoxy-phenyl)-methanone), CCCCCC (n-hexane), O (water). The solvent is ClCCl (dichloromethane), ClCCl (dichloromethane). Conditions: time 10 hour. Product: O1C2=C(N(CC1)C(=O)C1=CC(=C(C=C1)O)F)C=NC=C2 ((2,3-dihydro-pyrido[4,3-b][1,4]oxazin-4-yl)-(3-fluoro-4-hydroxy-phenyl)-methanone). Yield: 31.6%. RXN SMILES: [O:1]1[CH2:6][CH2:5][N:4]([C:7]([C:9]2[CH:14]=[CH:13][C:12]([O:15]C)=[C:11]([F:17])[CH:10]=2)=[O:8])[C:3]2[CH:18]=[N:19][CH:20]=[CH:21][C:2]1=2.B(Br)(Br)Br.CCCCCC.O>ClCCl>[O:1]1[CH2:6][CH2:5][N:4]([C:7]([C:9]2[CH:14]=[CH:13][C:12]([OH:15])=[C:11]([F:17])[CH:10]=2)=[O:8])[C:3]2[CH:18]=[N:19][CH:20]=[CH:21][C:2]1=2. Reported procedure: In a 10 ml flask, (2,3-dihydro-pyrido[4,3-b][1,4]oxazin-4-yl)-(3-fluoro-4-methoxy-phenyl)-methanone (30 mg, 0.104 mmol) was dissolved in dichloromethane and the mixture was cooled to 0□. 1.0M Boron tribromide dissolved in dichloromethane (1.25 ml, 1.25 mmol) was added thereto and stirred at room temperature for 10 hours. n-hexane and water were added and then filtered to obtain solid. The resulting solid was purified by preparative LC-Mass using 0.05% TFA in acetonitrile and 0.05% TFA in water s...